Dataset: the Open Reaction Database (ORD), a public repository of structured organic reaction records. Task: describe an organic reaction: reactants, conditions, products, and yield Starting materials: ClC1=C(C=CC=C1)C1=NC(=C(C#N)C=C1C1=CC=C(C=C1)Cl)OCC1=CC(=C(C=C1)F)F (6-(2-Chlorophenyl)-5-(4-chlorophenyl)-2-[(3,4-difluorobenzyl)-oxy]nicotinonitrile), C(=O)(C(F)(F)F)O (TFA), [OH-].[K+] (KOH), OO (H2O2). Solvent: O (H2O), C(C)O (ethanol), O1CCOCC1 (1,4-dioxane). Reaction conditions: temperature 95 celsius. Yields the product ClC1=C(C=CC=C1)C1=NC(=C(C(=O)N)C=C1C1=CC=C(C=C1)Cl)OCC1=CC(=C(C=C1)F)F (6-(2-Chlorophenyl)-5-(4-chlorophenyl)-2-[(3,4-difluorobenzyl)oxy]nicotinamide). Reaction SMILES: [Cl:1][C:2]1[CH:7]=[CH:6][CH:5]=[CH:4][C:3]=1[C:8]1[C:15]([C:16]2[CH:21]=[CH:20][C:19]([Cl:22])=[CH:18][CH:17]=2)=[CH:14][C:11]([C:12]#[N:13])=[C:10]([O:23][CH2:24][C:25]2[CH:30]=[CH:29][C:28]([F:31])=[C:27]([F:32])[CH:26]=2)[N:9]=1.C(O)(C(F)(F)F)=[O:34].[OH-].[K+].OO>O.C(O)C.O1CCOCC1>[Cl:1][C:2]1[CH:7]=[CH:6][CH:5]=[CH:4][C:3]=1[C:8]1[C:15]([C:16]2[CH:17]=[CH:18][C:19]([Cl:22])=[CH:20][CH:21]=2)=[CH:14][C:11]([C:12]([NH2:13])=[O:34])=[C:10]([O:23][CH2:24][C:25]2[CH:30]=[CH:29][C:28]([F:31])=[C:27]([F:32])[CH:26]=2)[N:9]=1 |f:2.3|. Reported procedure: To the product of Step D Example 129 (30.0 mg, 0.0516 mmol, material in the TFA salt form) was added 1,4-dioxane (4 mL), ethanol (0.5 mL), KOH (0.272 mg, 4.92 mmol), H2O (0.6 mL) and H2O2 (0.21 g). The reaction was heated to 95° C. for 22 hours. The solution was concentrated and the residue was dissolved in ethyl acetate before washing with water, drying (Na2SO4) and concentrating. The residue was purified by preparative thin layer chromatography (20 cm×20 cm, 1000 μm, silica gel) eluting with 1... Starting materials: ClCCCCNC1=C(C=NC2=CC=CC=C12)N (N4-(4-chlorobutyl)quinoline-3,4-diamine), C(CC)(OCC)(OCC)OCC (triethyl orthopropionate), Cl.N1=CC=CC=C1 (pyridine hydrochloride). The product is ClCCCCN1C(=NC=2C=NC=3C=CC=CC3C21)CC (1-(4-chlorobutyl)-2-ethyl-1H-imidazo[4,5-c]quinoline). Isolated yield 72.9%. RXN SMILES: [Cl:1][CH2:2][CH2:3][CH2:4][CH2:5][NH:6][C:7]1[C:16]2[C:11](=[CH:12][CH:13]=[CH:14][CH:15]=2)[N:10]=[CH:9][C:8]=1[NH2:17].[C:18](OCC)(OCC)(OCC)[CH2:19][CH3:20].Cl.N1C=CC=CC=1>>[Cl:1][CH2:2][CH2:3][CH2:4][CH2:5][N:6]1[C:7]2[C:16]3[CH:15]=[CH:14][CH:13]=[CH:12][C:11]=3[N:10]=[CH:9][C:8]=2[N:17]=[C:18]1[CH2:19][CH3:20] |f:2.3|. Procedure: Using the general method of Example 1 Part D, N4-(4-chlorobutyl)quinoline-3,4-diamine (˜35.75 mmol) was cyclized using triethyl orthopropionate (7.56 g, 42.9 mmol) in the presence of pyridine hydrochloride (0.41 g). The crude product was purified by chromatography (silica gel eluting with 95/5 dichloromethane/methanol) to provide 7.5 g of 1-(4-chlorobutyl)-2-ethyl-1H-imidazo[4,5-c]quinoline as a white powder.